describe an organic reaction: reactants, conditions, products, and yield From a dataset of the Open Reaction Database (ORD), a public repository of structured organic reaction records. The reactants are S1C=C(C=C1)C=1C=C(OCC(C)O)C=CC1 (1-[3-(3-thienyl)phenoxy]-2-propanol), S1C=C(C=C1)C=1C=C(C=CC1)O (3-(3-thienyl)phenol), BrCC(C)=O (monobromoacetone), C([O-])([O-])=O.[K+].[K+] (potassium carbonate), [BH4-].[Na+] (sodium borohydride), S1C=C(C=C1)C=1C=C(OCC(C)=O)C=CC1 (3-(3-thienyl)phenoxyacetone), [H-].[Na+] (sodium hydride), BrCC(=O)OCC (ethyl bromoacetate). Run in O (water), C(C)OCC (ethyl ether), CN(C=O)C (dimethylformamide), C(C)O (ethanol). Conditions: time 20 minute. Yields the product CC(COC1=CC(=CC=C1)C1=CSC=C1)OCC(=O)OC (methyl [1-methyl-2-[3-(3-thienyl)phenoxy]ethoxy]acetate). RXN SMILES: [S:1]1[CH:5]=[CH:4][C:3]([C:6]2[CH:7]=[C:8]([CH:14]=[CH:15][CH:16]=2)[O:9][CH2:10][CH:11]([OH:13])[CH3:12])=[CH:2]1.S1C=CC(C2C=C(C=CC=2)OCC(=O)C)=C1.S1C=CC(C2C=C(O)C=CC=2)=C1.BrCC(=O)C.C(=O)([O-])[O-].[K+].[K+].[BH4-].[Na+].[H-].[Na+].Br[CH2:61][C:62]([O:64][CH2:65]C)=[O:63]>C(O)C.CN(C)C=O.O.C(OCC)C>[CH3:12][CH:11]([O:13][CH2:61][C:62]([O:64][CH3:65])=[O:63])[CH2:10][O:9][C:8]1[CH:14]=[CH:15][CH:16]=[C:6]([C:3]2[CH:4]=[CH:5][S:1][CH:2]=2)[CH:7]=1 |f:4.5.6,7.8,9.10|. Reported procedure: 0.68 g of 1-[3-(3-thienyl)phenoxy]-2-propanol [synthesized by reducing 3-(3-thienyl)phenoxyacetone, prepared by the reaction of 3-(3-thienyl)phenol and monobromoacetone in the presence of potassium carbonate, with sodium borohydride in ethanol] was dissolved in 7 ml of dimethylformamide, and 48 mg of 60% oily sodium hydride was added. After the mixture was stirred at room temperature for 20 minutes, 0.12 ml of ethyl bromoacetate was added. The mixture was stirred at room temperature for 2 hours,... Solvent: C1(=CC=CC=C1)C (toluene), C1(=CC=CC=C1)C (toluene). Reported procedure: In a 1 l four-neck flask with stirrer, reflux condenser and dropping funnel, 31.7 g of salicyl alcohol (0.25 mol) and 66.7 g (0.52 mol) of dried N-ethyldiisopropylamine were suspended under argon in 100 ml of anhydrous toluene at 22° C. Octadecylmethyldichlorosilane (95%) was melted and dissolved in 100 ml of dry toluene. This solution was added dropwise at 23 to 27° C. over 55 minutes, in the course of which an exothermic reaction was observed. By cooling with an ice bath, the reaction temperat... Yields the product CC(C[SiH]1OC2=C(CO1)C=CC=C2)CCCCCCCCCCCCCCCC (2-Methyl-2-octadecyl-[4H-1,3,2-benzodioxasilin]). Starting materials: C(C=1C(O)=CC=CC1)O (salicyl alcohol), O (water), C(C)N(C(C)C)C(C)C (N-ethyldiisopropylamine), C(CCCCCCCCCCCCCCCCC)[Si](Cl)(Cl)C (Octadecylmethyldichlorosilane). Reaction SMILES: [CH2:1]([OH:9])[C:2]1[C:3](=[CH:5][CH:6]=[CH:7][CH:8]=1)[OH:4].[CH2:10](N(C(C)C)C(C)C)C.[CH2:19]([Si:37](C)(Cl)Cl)[CH2:20][CH2:21][CH2:22][CH2:23][CH2:24][CH2:25][CH2:26][CH2:27][CH2:28][CH2:29][CH2:30][CH2:31][CH2:32][CH2:33][CH2:34][CH2:35][CH3:36].O>C1(C)C=CC=CC=1>[CH3:10][CH:20]([CH2:21][CH2:22][CH2:23][CH2:24][CH2:25][CH2:26][CH2:27][CH2:28][CH2:29][CH2:30][CH2:31][CH2:32][CH2:33][CH2:34][CH2:35][CH3:36])[CH2:19][SiH:37]1[O:9][CH2:1][C:2]2[CH:8]=[CH:7][CH:6]=[CH:5][C:3]=2[O:4]1. Reaction conditions: temperature 45 celsius, time 1 hour.